This data is from the Open Reaction Database (ORD), a public repository of structured organic reaction records. The task is: describe an organic reaction: reactants, conditions, products, and yield Starting materials: FC1=CC=2C=3C(=CNC2C=C1N1CCNCC1)C(N(N3)C3=CC=CC=C3)=O (8-Fluoro-2-phenyl-7-piperazin-1-yl-2,5-dihydro-pyrazolo[4,3-c]quinolin-3-one), FC=1C(=CC=2C=3C(=CNC2C1)C(N(N3)C3=CSC=C3)=O)F (7,8-Difluoro-2-(thiophen-3-yl)-2,5-dihydro-pyrazolo-[4,3-c]quinolin-3-one), CN1CCNCC1 (1-methylpiperazine). The product is FC1=CC=2C=3C(=CNC2C=C1N1CCN(CC1)C)C(N(N3)C3=CSC=C3)=O (8-fluoro-7-(4-methylpiperazin-1-yl)-2-(thiophen-3-yl)-2,5-dihydro-pyrazolo [4,3-c]quinolin-3-one). RXN SMILES: FC1[C:11]([N:12]2[CH2:17][CH2:16][NH:15][CH2:14][CH2:13]2)=CC2NC=C3C(=O)N(C4C=CC=CC=4)N=C3C=2C=1.F[C:29]1[C:30]([F:48])=[CH:31][C:32]2[C:33]3[C:34]([C:39](=[O:47])[N:40]([C:42]4[CH:46]=[CH:45][S:44][CH:43]=4)[N:41]=3)=[CH:35][NH:36][C:37]=2[CH:38]=1.CN1CCNCC1>>[F:48][C:30]1[C:29]([N:15]2[CH2:16][CH2:17][N:12]([CH3:11])[CH2:13][CH2:14]2)=[CH:38][C:37]2[NH:36][CH:35]=[C:34]3[C:39](=[O:47])[N:40]([C:42]4[CH:46]=[CH:45][S:44][CH:43]=4)[N:41]=[C:33]3[C:32]=2[CH:31]=1. Reported procedure: The title compound was prepared following the procedure described in the synthesis of 28a using 27d and 1-methylpiperazine. 1H-NMR (DMSO-d6) δ (ppm): 2.28 (3H, s), 2.64 (4H, brm), 3.22 (4H, brm), 7.21 (1H, m), 7.58 (1H, m), 7.79 (3H, m), 8.67 (1H, m). m/z 384.2